Dataset: the Open Reaction Database (ORD), a public repository of structured organic reaction records. Task: describe an organic reaction: reactants, conditions, products, and yield Starting materials: C(CCC)C1=NC2=C(N1CC1=CC=C(C=C1)C=1C(=CC=CC1)C(=O)OC(C)(C)C)C=C(C=C2)N(C(=O)N2CSCC2C(=O)OC)CCCC (tert.butyl 4'-[(2-n-butyl-6-(N-(4-methoxycarbonyl-thiazolidin-3-ylcarbonyl)-n-butylamino)-benzimidazol-1-yl)-methyl]biphenyl-2-carboxylate), FC(C(=O)O)(F)F (trifluoroacetic acid). Yields the product C(CCC)C1=NC2=C(N1CC1=CC=C(C=C1)C=1C(=CC=CC1)C(=O)O)C=C(C=C2)N(C(=O)N2CSCC2C(=O)OC)CCCC (4'-[(2-n-Butyl-6-(N-(4-methyloxycarbonyl-thiazolidine-3-yl-carbonyl)-n-butylamino)-benzimidazol-1-yl)-methyl]biphenyl-2-carboxylic acid). As a reaction SMILES: [CH2:1]([C:5]1[N:9]([CH2:10][C:11]2[CH:16]=[CH:15][C:14]([C:17]3[C:18]([C:23]([O:25]C(C)(C)C)=[O:24])=[CH:19][CH:20]=[CH:21][CH:22]=3)=[CH:13][CH:12]=2)[C:8]2[CH:30]=[C:31]([N:34]([CH2:46][CH2:47][CH2:48][CH3:49])[C:35]([N:37]3[CH:41]([C:42]([O:44][CH3:45])=[O:43])[CH2:40][S:39][CH2:38]3)=[O:36])[CH:32]=[CH:33][C:7]=2[N:6]=1)[CH2:2][CH2:3][CH3:4].FC(F)(F)C(O)=O>>[CH2:1]([C:5]1[N:9]([CH2:10][C:11]2[CH:12]=[CH:13][C:14]([C:17]3[C:18]([C:23]([OH:25])=[O:24])=[CH:19][CH:20]=[CH:21][CH:22]=3)=[CH:15][CH:16]=2)[C:8]2[CH:30]=[C:31]([N:34]([CH2:46][CH2:47][CH2:48][CH3:49])[C:35]([N:37]3[CH:41]([C:42]([O:44][CH3:45])=[O:43])[CH2:40][S:39][CH2:38]3)=[O:36])[CH:32]=[CH:33][C:7]=2[N:6]=1)[CH2:2][CH2:3][CH3:4]. Procedure: Prepared in analogous manner to Example 9 from tert.butyl 4'-[(2-n-butyl-6-(N-(4-methoxycarbonyl-thiazolidin-3-ylcarbonyl)-n-butylamino)-benzimidazol-1-yl)-methyl]biphenyl-2-carboxylate and trifluoroacetic acid. Starting materials: C(C)(=O)N1C(CC(C2=CC(=CC=C12)N)(C)C1=CC=CC=C1)(C)C (1-acetyl-6-amino-4-phenyl-1,2,3,4-tetrahydro-2,2,4-trimethylquinoline), O1C(=CC=C1)C(=O)Cl (2-furoyl chloride), C(C)(C)N(C(C)C)CC (N,N-diisopropylethylamine). Run in O1CCCC1 (tetrahydrofuran). Product: C(C)(=O)N1C(CC(C2=CC(=CC=C12)NC(=O)C=1OC=CC1)(C)C1=CC=CC=C1)(C)C (1-Acetyl-6-(2-furoyl)amino-4-phenyl-1,2,3,4-tetrahydro-2,2,4-trimethylquinoline). RXN SMILES: [C:1]([N:4]1[C:13]2[C:8](=[CH:9][C:10]([NH2:14])=[CH:11][CH:12]=2)[C:7]([C:16]2[CH:21]=[CH:20][CH:19]=[CH:18][CH:17]=2)([CH3:15])[CH2:6][C:5]1([CH3:23])[CH3:22])(=[O:3])[CH3:2].[O:24]1[CH:28]=[CH:27][CH:26]=[C:25]1[C:29](Cl)=[O:30].C(N(CC)C(C)C)(C)C>O1CCCC1>[C:1]([N:4]1[C:13]2[C:8](=[CH:9][C:10]([NH:14][C:29]([C:25]3[O:24][CH:28]=[CH:27][CH:26]=3)=[O:30])=[CH:11][CH:12]=2)[C:7]([C:16]2[CH:21]=[CH:20][CH:19]=[CH:18][CH:17]=2)([CH3:15])[CH2:6][C:5]1([CH3:23])[CH3:22])(=[O:3])[CH3:2]. Procedure details: Acylation of 1-acetyl-6-amino-4-phenyl-1,2,3,4-tetrahydro-2,2,4-trimethylquinoline (10 mg) with 2-furoyl chloride (8.5 mg) and N,N-diisopropylethylamine (22 μl) in tetrahydrofuran (1 ml) was performed according to the method described in example 6. The reactants are C(C1=CC=CC=C1)(C1=CC=CC=C1)N1CCNCC1 (1-benzhydryl-piperazine), O1C(C1)COC1=C(C=CC=C1)C=1SC2=C(N1)C=CC=C2 (2-[2-(oxiran-2-yl-methoxy)phenyl]benzothiazole). Run in CCO (EtOH). Yields the product C(C1=CC=CC=C1)(C1=CC=CC=C1)N1CCN(CC1)CC(COC1=C(C=CC=C1)C=1SC2=C(N1)C=CC=C2)O (1-(4-Benzhydryl-piperazin-1-yl)-3-(2-benzothiazol-2-yl-phenoxy)propan-2-ol). The yield is 42.7%. Reaction SMILES: [CH:1]([N:14]1[CH2:19][CH2:18][NH:17][CH2:16][CH2:15]1)([C:8]1[CH:13]=[CH:12][CH:11]=[CH:10][CH:9]=1)[C:2]1[CH:7]=[CH:6][CH:5]=[CH:4][CH:3]=1.[O:20]1[CH2:22][CH:21]1[CH2:23][O:24][C:25]1[CH:30]=[CH:29][CH:28]=[CH:27][C:26]=1[C:31]1[S:32][C:33]2[CH:39]=[CH:38][CH:37]=[CH:36][C:34]=2[N:35]=1>CCO>[CH:1]([N:14]1[CH2:19][CH2:18][N:17]([CH2:22][CH:21]([OH:20])[CH2:23][O:24][C:25]2[CH:30]=[CH:29][CH:28]=[CH:27][C:26]=2[C:31]2[S:32][C:33]3[CH:39]=[CH:38][CH:37]=[CH:36][C:34]=3[N:35]=2)[CH2:16][CH2:15]1)([C:8]1[CH:13]=[CH:12][CH:11]=[CH:10][CH:9]=1)[C:2]1[CH:7]=[CH:6][CH:5]=[CH:4][CH:3]=1. Reported procedure: A solution of 1-benzhydryl-piperazine (891 mg, 3.53 mmol) and 2-[2-(oxiran-2-yl-methoxy)phenyl]benzothiazole (1000 mg, 3.53 mmol) in EtOH (7 mL) were refluxed under N2 (g) for about 16 hours. The mixture was concentrated in vacuo to a white foam and flash chromatographed on silica (35% EtOAc/hexanes) to afford 807 mg (42%) of the free base of the product as a white solid. mp 152-155° C.; LSIMS m/z 536 (MH+). The reactants are C12(CC3CC(CC(C1)C3)C2)C2=CC=C(OCCCC(=O)OCC)C=C2 (ethyl 4-(4-(adamantan-1-yl)phenoxy)butanoate), O.[OH-].[Li+] (lithium hydroxide monohydrate), Cl (HCl). Run in O.C1CCOC1 (H2O THF). Conditions: time 8 hour. The product is C12(CC3CC(CC(C1)C3)C2)C2=CC=C(OCCCC(=O)O)C=C2 (4-(4-(adamantan-1-yl)phenoxy)butanoic acid). Yield: 89.1%. As a reaction SMILES: [C:1]12([C:11]3[CH:25]=[CH:24][C:14]([O:15][CH2:16][CH2:17][CH2:18][C:19]([O:21]CC)=[O:20])=[CH:13][CH:12]=3)[CH2:10][CH:5]3[CH2:6][CH:7]([CH2:9][CH:3]([CH2:4]3)[CH2:2]1)[CH2:8]2.O.[OH-].[Li+].Cl>O.C1COCC1>[C:1]12([C:11]3[CH:12]=[CH:13][C:14]([O:15][CH2:16][CH2:17][CH2:18][C:19]([OH:21])=[O:20])=[CH:24][CH:25]=3)[CH2:8][CH:7]3[CH2:9][CH:3]([CH2:4][CH:5]([CH2:6]3)[CH2:10]1)[CH2:2]2 |f:1.2.3,5.6|. Procedure: To a solution of ethyl 4-(4-(adamantan-1-yl)phenoxy)butanoate (1.1 g, 3.50 mmol) in H2O/THF (1 mL/1.20 mL) was added lithium hydroxide monohydrate (0.14 g, 7.00 mmol), and stirred at room temperature overnight. The reaction mixture was adjusted to acidic solution with 1 N aqueous HCl and extracted with dichloromethane. The organic layer was washed with H2O and brine, and dried over anhydrous magnesium sulfate. The solvent was filtered and evaporated under reduced pressure to afford a crude solid... The reactants are C(C)OC(C(C(C(C)C)=O)Cl)=O (2-chloro-4-methyl-3-oxo-pentanoic acid ethyl ester), C(C)(=O)[O-].[NH4+] (ammonium acetate), C(C)OC(=O)C1=C(N=C(O1)C1=CC=C(C=C1)Br)C(C)C (2-(4-Bromo-phenyl)-4-isopropyl-oxazole-5-carboxylic acid ethyl ester), BrC1=CC=C(C(=O)O)C=C1 (4-bromo-benzoic acid), [H-].[Na+] (NaH). The solvent is CN(C)C=O (DMF). Reaction conditions: temperature 90 celsius, time 18 hour. The product is BrC1=CC=C(C=C1)C=1OC(=C(N1)C(C)C)C(C)O (1-[2-(4-Bromo-phenyl)-4-isopropyl-oxazol-5-yl]-ethanol). Yield: 55.0%. Reaction SMILES: C(O[C:4]([C:6]1[O:10][C:9]([C:11]2[CH:16]=[CH:15][C:14]([Br:17])=[CH:13][CH:12]=2)=[N:8][C:7]=1[CH:18]([CH3:20])[CH3:19])=[O:5])C.Br[C:22]1C=CC(C(O)=O)=CC=1.[H-].[Na+].C(OC(=O)C(Cl)C(=O)C(C)C)C.C([O-])(=O)C.[NH4+]>CN(C=O)C>[Br:17][C:14]1[CH:13]=[CH:12][C:11]([C:9]2[O:10][C:6]([CH:4]([OH:5])[CH3:22])=[C:7]([CH:18]([CH3:19])[CH3:20])[N:8]=2)=[CH:16][CH:15]=1 |f:2.3,5.6|. Procedure details: 2-(4-Bromo-phenyl)-4-isopropyl-oxazole-5-carboxylic acid ethyl ester A solution of 4-bromo-benzoic acid (34.0 g, 0.169 mol) in DMF (450 mL) is treated at ambient temperature portionwise with NaH (6.4 g, 0.16 mol, 60% oil dispersion). The suspension is heated to 90° C. and 2-chloro-4-methyl-3-oxo-pentanoic acid ethyl ester (27.7 g, 0.144 mol) is added neat. The remaining chloride is washed into the reaction flask using DMF (25 mL). The reaction mixture is stirred for 18 h, cooled, and treated wit...